From a dataset of the Open Reaction Database (ORD), a public repository of structured organic reaction records. describe an organic reaction: reactants, conditions, products, and yield Starting materials: C1(=CC=CC=C1)COC(=O)N1C(C2=CC(=CC=C2CC1)[N+](=O)[O-])CC(=O)O (2-(phenylmethoxy)carbonyl-7-nitro-1,2,3,4-tetrahydroisoquinolin-1-acetic acid), C=1C=CC2=C(C1)N=NN2O (HOBT), CN(C)C(=[N+](C)C)ON1C2=C(C=CC=C2)N=N1.[B-](F)(F)(F)F (TBTU), C(C)NCC (diethylamine), C(C)(C)N(CC)C(C)C (diisopropylethylamine), [Na+].[Cl-] (NaCl). Solvent: CN(C)C=O (DMF). Conditions: time 48 hour. The product is C(C)N(C(CC1N(CCC2=CC=C(C=C12)[N+](=O)[O-])C(=O)OCC1=CC=CC=C1)=O)CC (N,N-Diethyl-2-(phenylmethoxy)carbonyl-7-nitro-1,2,3,4-tetrahydroisoquinolin-1-acetamide). RXN SMILES: [C:1]1([CH2:7][O:8][C:9]([N:11]2[CH2:20][CH2:19][C:18]3[C:13](=[CH:14][C:15]([N+:21]([O-:23])=[O:22])=[CH:16][CH:17]=3)[CH:12]2[CH2:24][C:25]([OH:27])=O)=[O:10])[CH:6]=[CH:5][CH:4]=[CH:3][CH:2]=1.C1C=CC2N(O)N=NC=2C=1.CN(C(ON1N=NC2C=CC=CC1=2)=[N+](C)C)C.[B-](F)(F)(F)F.[CH2:60]([NH:62][CH2:63][CH3:64])[CH3:61].C(N(C(C)C)CC)(C)C.[Na+].[Cl-]>CN(C=O)C>[CH2:60]([N:62]([CH2:63][CH3:64])[C:25](=[O:27])[CH2:24][CH:12]1[C:13]2[C:18](=[CH:17][CH:16]=[C:15]([N+:21]([O-:23])=[O:22])[CH:14]=2)[CH2:19][CH2:20][N:11]1[C:9]([O:8][CH2:7][C:1]1[CH:2]=[CH:3][CH:4]=[CH:5][CH:6]=1)=[O:10])[CH3:61] |f:2.3,6.7|. Procedure details: To a stirred solution of 2-(phenylmethoxy)carbonyl-7-nitro-1,2,3,4-tetrahydroisoquinolin-1-acetic acid (5.0 g, 13.5 mmols), HOBT (1.8 g, 13.5 mmols) and TBTU (4.3 g, 13.5 mmols) in DMF (50 ml) was added diethylamine (13.5 mmols). To this was added slowly diisopropylethylamine (7.0 ml) and the reaction was then stirred for 48 h. The reaction was then poured into saturated NaCl and the aqueous phase then extracted with ethyl acetate (3×100 ml). The solvent was evaporated to leave a crude oil which...